Dataset: the Open Reaction Database (ORD), a public repository of structured organic reaction records. Task: describe an organic reaction: reactants, conditions, products, and yield The reactants are C(C)(C)(C)C1=CC(=C(C=C1)C=1N([C@@H]([C@@H](N1)C1=CC=C(C=C1)Cl)C1=CC=C(C=C1)Cl)C(=O)Cl)OC(C)C ((4S,5R)-2-(4-tert-butyl-2-isopropoxy-phenyl)-4,5-bis-(4-chloro-phenyl)-4,5-dihydro-imidazole-1-carbonyl chloride), N1C(CNCC1)=O (2-piperazinone). Yields the product C(C)(C)(C)C1=CC(=C(C=C1)C=1N([C@@H]([C@@H](N1)C1=CC=C(C=C1)Cl)C1=CC=C(C=C1)Cl)C(=O)N1CC(NCC1)=O)OC(C)C (4-[(4S,5R)-2-(4-tert-Butyl-2-isopropoxy-phenyl)-4,5-bis-(4-chloro-phenyl)-4,5-dihydro-imidazole-1-carbonyl]-piperazin-2-one). Reaction SMILES: [C:1]([C:5]1[CH:10]=[CH:9][C:8]([C:11]2[N:12]([C:30](Cl)=[O:31])[C@H:13]([C:23]3[CH:28]=[CH:27][C:26]([Cl:29])=[CH:25][CH:24]=3)[C@H:14]([C:16]3[CH:21]=[CH:20][C:19]([Cl:22])=[CH:18][CH:17]=3)[N:15]=2)=[C:7]([O:33][CH:34]([CH3:36])[CH3:35])[CH:6]=1)([CH3:4])([CH3:3])[CH3:2].[NH:37]1[CH2:42][CH2:41][NH:40][CH2:39][C:38]1=[O:43]>>[C:1]([C:5]1[CH:10]=[CH:9][C:8]([C:11]2[N:12]([C:30]([N:40]3[CH2:41][CH2:42][NH:37][C:38](=[O:43])[CH2:39]3)=[O:31])[C@H:13]([C:23]3[CH:24]=[CH:25][C:26]([Cl:29])=[CH:27][CH:28]=3)[C@H:14]([C:16]3[CH:21]=[CH:20][C:19]([Cl:22])=[CH:18][CH:17]=3)[N:15]=2)=[C:7]([O:33][CH:34]([CH3:35])[CH3:36])[CH:6]=1)([CH3:3])([CH3:2])[CH3:4]. Procedure: 4-[(4S,5R)-2-(4-tert-Butyl-2-isopropoxy-phenyl)-4,5-bis-(4-chloro-phenyl)-4,5-dihydro-imidazole-1-carbonyl]-piperazin-2-one was prepared from (4S,5R)-2-(4-tert-butyl-2-isopropoxy-phenyl)-4,5-bis-(4-chloro-phenyl)-4,5-dihydro-imidazole-1-carbonyl chloride (example 12i) and 2-piperazinone (Avocado Organics) in an analogous manner as described in example 25. LR-MS: 607.4 [(M+H)+] Starting materials: ClC1=C(C=C2C(N(C(C2=C1)=O)CCCN1CCOCC1)=O)S(=O)(=O)N (6-Chloro-2,3-dihydro-2-[3-(4-morpholinyl)propyl]-1,3-dioxo-1H-isoindole-5-sulfonamide), ClC=1C=C2C(C(=O)NC2=O)=CC1S(N)(=O)=O (4-chloro-5-sulfamoylphthalimide), NCCCN1CCOCC1 (N-(3-aminopropyl)morpholine). The product is O=C1NC(C2=CC=CC=C12)=O (1,3-dioxoisoindole). Isolated yield 92.0%. RXN SMILES: Cl[C:2]1[CH:10]=[C:9]2[C:5]([C:6](=[O:21])[N:7](CCCN3CCOCC3)[C:8]2=[O:11])=[CH:4][C:3]=1S(N)(=O)=O.ClC1C=C2C(=O)NC(=O)C2=CC=1S(=O)(=O)N.NCCCN1CCOCC1>>[O:21]=[C:6]1[C:5]2[C:9](=[CH:10][CH:2]=[CH:3][CH:4]=2)[C:8](=[O:11])[NH:7]1. Procedure: 6-Chloro-2,3-dihydro-2-[3-(4-morpholinyl)propyl]-1,3-dioxo-1H-isoindole-5-sulfonamide. Reaction of a mixture of 4-chloro-5-sulfamoylphthalimide and N-(3-aminopropyl)morpholine according to the procedure of Example 1(a) afforded a 92% yield of the 1,3-dioxoisoindole intermediate. Crystallization of this material from 80% aqueous ethanol provided analytically pure 6-chloro-2,3-dihydro-2-[3-(4-morpholinyl)propyl]-1,3-dioxo-1H-isoindole-5-sulfonamide, m.p. 190°-191°. Starting materials: N#CC1=C(C#N)C(=O)C(Cl)=C(Cl)C1=O, CCC(C(C)C)C(O)C(O)C(C)C1CCC2C3CC(F)C4=CC(=O)CCC4(C)C3CCC12C. The product is CCC(C(C)C)C(O)C(O)C(C)C1CCC2C3CC(F)C4=CC(=O)C=CC4(C)C3CCC12C. RXN SMILES: [Cl:34][C:35]1=[C:46]([Cl:47])[C:44](=[O:45])[C:41]([C:42]#[N:43])=[C:38]([C:39]#[N:40])[C:36]1=[O:37].[OH:1][CH:2]([CH:3]([CH:4]([CH2:5][CH3:6])[CH:7]([CH3:8])[CH3:9])[OH:10])[CH:11]([CH3:12])[CH:13]1[CH2:14][CH2:15][CH:16]2[CH:17]3[CH2:18][CH:19]([F:33])[C:20]4=[CH:21][C:22](=[O:32])[CH2:23][CH2:24][C:25]4([CH3:26])[CH:27]3[CH2:28][CH2:29][C:30]12[CH3:31]>>[OH:1][CH:2]([CH:3]([CH:4]([CH2:5][CH3:6])[CH:7]([CH3:8])[CH3:9])[OH:10])[CH:11]([CH3:12])[CH:13]1[CH2:14][CH2:15][CH:16]2[CH:17]3[CH2:18][CH:19]([F:33])[C:20]4=[CH:21][C:22](=[O:32])[CH:23]=[CH:24][C:25]4([CH3:26])[CH:27]3[CH2:28][CH2:29][C:30]12[CH3:31]. Reactants: CC(C)O, COc1ccc2nc(Cl)c(C#N)c(-c3cccc(F)c3)c2c1, NCC(O)CO. Yields the product COc1ccc2nc(NCC(O)CO)c(C#N)c(-c3cccc(F)c3)c2c1. Reaction SMILES: [CH3:29][CH:30]([OH:31])[CH3:32].[Cl:1][c:2]1[n:3][c:4]2[cH:5][cH:6][c:7]([O:21][CH3:22])[cH:8][c:9]2[c:10](-[c:14]2[cH:15][c:16]([F:20])[cH:17][cH:18][cH:19]2)[c:11]1[C:12]#[N:13].[OH:23][CH:24]([CH2:25][NH2:26])[CH2:27][OH:28]>>[c:2]1([NH:26][CH2:25][CH:24]([OH:23])[CH2:27][OH:28])[n:3][c:4]2[cH:5][cH:6][c:7]([O:21][CH3:22])[cH:8][c:9]2[c:10](-[c:14]2[cH:15][c:16]([F:20])[cH:17][cH:18][cH:19]2)[c:11]1[C:12]#[N:13].